Task: describe an organic reaction: reactants, conditions, products, and yield. Dataset: the Open Reaction Database (ORD), a public repository of structured organic reaction records Reactants: C(C)(=O)OCC (Ethyl acetate), C(C1=CC=CC=C1)N1C=C(C2=CC=CC=C12)C=CC=CC=O (5-(1-benzylindol-3-yl)-2,4-pentadienal), O (water), C(CCCC)[Mg]Br (n-pentyl magnesium bromide). Solvent: O1CCCC1 (tetrahydrofuran). Run at temperature -78 celsius, time 90 minute. Product: C(C1=CC=CC=C1)N1C=C(C2=CC=CC=C12)C=CC=CC(CCCCC)O (1-Benzyl-3-(5-Hydroxy-1,3-Decadien-1-yl)-Indole). Reaction SMILES: [CH2:1]([N:8]1[C:16]2[C:11](=[CH:12][CH:13]=[CH:14][CH:15]=2)[C:10]([CH:17]=[CH:18][CH:19]=[CH:20][CH:21]=[O:22])=[CH:9]1)[C:2]1[CH:7]=[CH:6][CH:5]=[CH:4][CH:3]=1.[CH2:23]([Mg]Br)[CH2:24][CH2:25][CH2:26][CH3:27].O.C(OCC)(=O)C>O1CCCC1>[CH2:1]([N:8]1[C:16]2[C:11](=[CH:12][CH:13]=[CH:14][CH:15]=2)[C:10]([CH:17]=[CH:18][CH:19]=[CH:20][CH:21]([OH:22])[CH2:23][CH2:24][CH2:25][CH2:26][CH3:27])=[CH:9]1)[C:2]1[CH:3]=[CH:4][CH:5]=[CH:6][CH:7]=1. Procedure details: To a solution of 5-(1-benzylindol-3-yl)-2,4-pentadienal (2 g, 7 mmol) in 25 ml of tetrahydrofuran, stirred in a dry ice-acetone bath, was added in one portion 7 mmol of n-pentyl magnesium bromide (3.9 ml of 1.8M solution in ether). The resulting mixture was stirred at -78° C. for 90 min. and then mixed with 50 ml of water after warming up to about 0° C. Ethyl acetate, 50 ml, was added and the layers were separated. The organic layer was washed with water, dried (MgSO4) and concentrated on rotary...